Dataset: the Open Reaction Database (ORD), a public repository of structured organic reaction records. Task: describe an organic reaction: reactants, conditions, products, and yield Starting materials: OC=1C=C(CO)C=C(C1)O (3,5-dihydroxybenzyl alcohol), C(C1=CC=CC=C1)O (Benzyl alcohol), C(C1=CC=CC=C1)(=O)[O-] (benzoate). The reagents and catalysts are organotelluride, CN(C)C=1C=CN=CC1 (DMAP). The solvent is N1=CC=CC=C1 (pyridine). Product: C(C1=CC=CC=C1)(=O)OC(C1=CC=CC=C1)=O (benzoic anhydride). RXN SMILES: O[C:2]1[CH:3]=[C:4]([CH:7]=[C:8](O)[CH:9]=1)[CH2:5][OH:6].C(O)C1C=CC=CC=1.[C:19]([O-:27])(=[O:26])[C:20]1[CH:25]=[CH:24][CH:23]=[CH:22][CH:21]=1>CN(C1C=CN=CC=1)C.N1C=CC=CC=1>[C:5]([O:27][C:19](=[O:26])[C:20]1[CH:25]=[CH:24][CH:23]=[CH:22][CH:21]=1)(=[O:6])[C:4]1[CH:7]=[CH:8][CH:9]=[CH:2][CH:3]=1. Procedure: The synthesis of organotelluride catalysts based on 3,5-dihydroxybenzyl alcohol (1) is shown in FIG. 11. 3,5-Bis[3-(tert-butyldimethylsilyloxy)propyl-1-oxy]benzyl alcohol (5) (Francavilla et al., J. Am. Chem. Soc., 123:57 et al. (2001), which is hereby incorporated by reference in its entirety) was converted to the corresponding benzoate 6 in 99% isolated yield with benzoic anhydride and pyridine in the presence of catalytic DMAP. The silyl protecting groups were removed with HF-pyridine to give... Starting materials: NC1=C(N=C(S1)C1=CCCC1)C(=O)NC=1C=NN(C1[C@H]1OC[C@@H]([C@@H](CC1)N)F)C (5-amino-N-(5-((2S,5R,6R)-5-amino-6-fluorooxepan-2-yl)-1-methyl-1H-pyrazol-4-yl)-2-(cyclopent-1-en-1-yl)thiazole-4-carboxamide). Reagents/catalysts: [Pd] (palladium on carbon). The solvent is CO (methanol). Run at time 8 hour. Yields the product NC1=C(N=C(S1)C1CCCC1)C(=O)NC=1C=NN(C1[C@H]1OC[C@@H]([C@@H](CC1)N)F)C (5-amino-N-(5-((2S,5R,6R)-5-amino-6-fluorooxepan-2-yl)-1-methyl-1H-pyrazol-4-yl)-2-cyclopentylthiazole-4-carboxamide). Reaction SMILES: [NH2:1][C:2]1[S:6][C:5]([C:7]2[CH2:11][CH2:10][CH2:9][CH:8]=2)=[N:4][C:3]=1[C:12]([NH:14][C:15]1[CH:16]=[N:17][N:18]([CH3:29])[C:19]=1[C@@H:20]1[CH2:26][CH2:25][C@@H:24]([NH2:27])[C@@H:23]([F:28])[CH2:22][O:21]1)=[O:13]>CO.[Pd]>[NH2:1][C:2]1[S:6][C:5]([CH:7]2[CH2:11][CH2:10][CH2:9][CH2:8]2)=[N:4][C:3]=1[C:12]([NH:14][C:15]1[CH:16]=[N:17][N:18]([CH3:29])[C:19]=1[C@@H:20]1[CH2:26][CH2:25][C@@H:24]([NH2:27])[C@@H:23]([F:28])[CH2:22][O:21]1)=[O:13]. Procedure: To a solution of 5-amino-N-(5-((2S,5R,6R)-5-amino-6-fluorooxepan-2-yl)-1-methyl-1H-pyrazol-4-yl)-2-(cyclopent-1-en-1-yl)thiazole-4-carboxamide (Example 271) in methanol was added 10% palladium on carbon, and the mixture was stirred overnight under an atmosphere of hydrogen. The mixture was then filtered through Celite and concentrated in vacuo. HPLC purification provided 272. 1H NMR (400 MHz, DMSO-d6) δ 9.26 (s, 1H), 7.77 (s, 1H), 7.05 (s, 2H), 5.17-4.78 (m, 2H), 4.17-3.92 (m, 2H), 3.71 (s, 3H),...